This data is from the Open Reaction Database (ORD), a public repository of structured organic reaction records. The task is: describe an organic reaction: reactants, conditions, products, and yield The reactants are IC1=CN=C2SC(=NN21)C=2C=NC=C(C2)OC (5-Iodo-2-(5-methoxy-pyridin-3-yl)-imidazo[2,1-b][1,3,4]thiadiazole), CC1(OB(OC1(C)C)C=1C=C(C(=NC1)N)C(F)(F)F)C (5-(4,4,5,5-tetramethyl-[1,3,2]dioxaborolan-2-yl) -3-trifluoromethyl-pyridin-2-ylamine), C(=O)([O-])[O-].[K+].[K+] (K2CO3). Reagents/catalysts: C1=CC=C(C=C1)P([C-]2C=CC=C2)C3=CC=CC=C3.C1=CC=C(C=C1)P([C-]2C=CC=C2)C3=CC=CC=C3.Cl[Pd]Cl.[Fe+2] (PdCl2(dppf)). Run in COCCOC (DME). Reaction conditions: temperature 120 celsius. Product: COC=1C=C(C=NC1)C1=NN2C(S1)=NC=C2C=2C=C(C(=NC2)N)C(F)(F)F (5-[2-(5-Methoxy-pyridin-3-yl)-imidazo[2,1-b][1,3,4]thiadiazol-5-yl]-3-trifluoromethyl-pyridin-2-ylamine). Yield: 41.9%. RXN SMILES: I[C:2]1[N:9]2[C:5]([S:6][C:7]([C:10]3[CH:11]=[N:12][CH:13]=[C:14]([O:16][CH3:17])[CH:15]=3)=[N:8]2)=[N:4][CH:3]=1.CC1(C)C(C)(C)OB([C:26]2[CH:27]=[C:28]([C:33]([F:36])([F:35])[F:34])[C:29]([NH2:32])=[N:30][CH:31]=2)O1.C([O-])([O-])=O.[K+].[K+]>COCCOC.C1C=CC(P(C2C=CC=CC=2)[C-]2C=CC=C2)=CC=1.C1C=CC(P(C2C=CC=CC=2)[C-]2C=CC=C2)=CC=1.Cl[Pd]Cl.[Fe+2]>[CH3:17][O:16][C:14]1[CH:15]=[C:10]([C:7]2[S:6][C:5]3=[N:4][CH:3]=[C:2]([C:26]4[CH:27]=[C:28]([C:33]([F:36])([F:35])[F:34])[C:29]([NH2:32])=[N:30][CH:31]=4)[N:9]3[N:8]=2)[CH:11]=[N:12][CH:13]=1 |f:2.3.4,6.7.8.9|. Reported procedure: A mixture of 5-Iodo-2-(5-methoxy-pyridin-3-yl)-imidazo[2,1-b][1,3,4]thiadiazole (26 mg, 0.073 mmol, 1.0 eq), 5-(4,4,5,5-tetramethyl-[1,3,2]dioxaborolan-2-yl) -3-trifluoromethyl-pyridin-2-ylamine (27 mg, 0.096 mmol, 1.3 eq), PdCl2(dppf) (12 mg, 0.015 mmol, 0.2 eq), sat. K2CO3 (0.5 mL) in DME (4 mL) was heated under microwave irradiation at 120° C. for 30 min. The solvent was removed and the residue was diluted with DCM and washed with H2O and brine. The organic layer was dried over Na2SO4, filter... The reactants are [H-].[Na+] (sodium hydride), CCOC(=O)C(C)P(=O)(OCC)OCC (triethyl 2-phosphonopropionate), COC=1C=C(C2=CC=CC(=C2C1OCOC)CCC)C=O (3-methoxy-4-methoxymethoxy-5-propyl-1-naphthalenecarbaldehyde). The solvent is CN(C=O)C (N,N-dimethylformamide), CN(C=O)C (N,N-dimethylformamide), [Cl-].[Na+].O (brine). Run at temperature 10 celsius, time 1 hour. Yields the product COC=1C=C(C2=CC=CC(=C2C1OCOC)CCC)/C=C(/C(=O)OCC)\C (ethyl (E)-3-(3-methoxy-4-methoxymethoxy-5-propyl-1-naphthyl)-2-methylpropenoate). Isolated yield 93.3%. As a reaction SMILES: [H-].[Na+].[CH3:3][CH2:4][O:5][C:6]([CH:8](P(OCC)(OCC)=O)[CH3:9])=[O:7].[CH3:18][O:19][C:20]1[CH:21]=[C:22]([CH:37]=O)[C:23]2[C:28]([C:29]=1[O:30][CH2:31][O:32][CH3:33])=[C:27]([CH2:34][CH2:35][CH3:36])[CH:26]=[CH:25][CH:24]=2>CN(C)C=O.[Cl-].[Na+].O>[CH3:18][O:19][C:20]1[CH:21]=[C:22](/[CH:37]=[C:8](\[CH3:9])/[C:6]([O:5][CH2:4][CH3:3])=[O:7])[C:23]2[C:28]([C:29]=1[O:30][CH2:31][O:32][CH3:33])=[C:27]([CH2:34][CH2:35][CH3:36])[CH:26]=[CH:25][CH:24]=2 |f:0.1,5.6.7|. Reported procedure: 45 g of 60% sodium hydride was suspended in 650 ml of N,N-dimethylformamide and cooled to 10° C. 355 g of triethyl 2-phosphonopropionate was added to the solution to make a clear solution. A solution of 270 g of 3-methoxy-4-methoxymethoxy-5-propyl-1-naphthalenecarbaldehyde in N,N-dimethylformamide (250 ml) was dropped in the solution and stirred at room temperature for 1 hour. The reaction mixture was poured into brine and extracted with ethyl acetate. The organic layer was washed with brine, dr... The product is FC1=CC=C(OC2=NC=CC=C2C(CC(C2=CC=CC=C2)O)=O)C=C1 (1-[2-(4-Fluorophenoxy)-3-pyridinyl]-3-hydroxy-3-phenyl-1-propanone). Run at time 30 minute. Starting materials: solution, C(CCC)[Li] (n-butyllithium), FC1=CC=C(OC2=NC=CC=C2C(C)=O)C=C1 (1-[2-(4-Fluorophenoxy)-3-pyridinyl]-ethanone), C(C1=CC=CC=C1)=O (benzaldehyde), C(C)(C)NC(C)C (diisopropylamine). The solvent is CCCCCC (hexane), O1CCCC1 (tetrahydrofuran), O1CCCC1 (tetrahydrofuran). Isolated yield 62.5%. Reaction SMILES: C(NC(C)C)(C)C.C([Li])CCC.[F:13][C:14]1[CH:29]=[CH:28][C:17]([O:18][C:19]2[C:24]([C:25](=[O:27])[CH3:26])=[CH:23][CH:22]=[CH:21][N:20]=2)=[CH:16][CH:15]=1.[CH:30](=[O:37])[C:31]1[CH:36]=[CH:35][CH:34]=[CH:33][CH:32]=1>O1CCCC1.CCCCCC>[F:13][C:14]1[CH:15]=[CH:16][C:17]([O:18][C:19]2[C:24]([C:25](=[O:27])[CH2:26][CH:30]([OH:37])[C:31]3[CH:36]=[CH:35][CH:34]=[CH:33][CH:32]=3)=[CH:23][CH:22]=[CH:21][N:20]=2)=[CH:28][CH:29]=1. Reported procedure: A solution of 0.114 mL (111 mg, 1.10 mmol) of diisopropylamine in 8 mL of tetrahydrofuran was cooled to −78° C. and treated dropwise with 0.440 mL (1.10 mmol) of a solution of 2.5 M n-butyllithium in hexane. After stirring for 30 min, a solution of 231 mg (1.00 mmol) 1-[2-(4-Fluorophenoxy)-3-pyridinyl]-ethanone in 2 mL of tetrahydrofuran was added dropwise. After stirring for 30 min, 0.112 mL (1.07 mmol) of benzaldehyde was added dropwise, and stirring was continued for 1 h. The mixture was quen...